This data is from the Open Reaction Database (ORD), a public repository of structured organic reaction records. The task is: describe an organic reaction: reactants, conditions, products, and yield The reactants are BrC=1C=C(C[C@@H](C(NCC(C2=CC=CC=C2)=O)=O)NC(OC(C)(C)C)=O)C=CC1I (tert-butyl (1S)-1-(3-bromo-4-iodobenzyl)-2-oxo-2-[(2-oxo-2-phenylethyl)amino]ethylcarbamate), C(C)(=O)[O-].[NH4+] (ammonium acetate), CN(C=O)C (N,N-dimethylformamide). Run in O (water). The product is BrC=1C=C(C=CC1I)C[C@@H](C=1NC(=CN1)C1=CC=CC=C1)NC(OC(C)(C)C)=O (tert-Butyl [(1S)-2-(3-bromo-4-iodophenyl)-1-(5-phenyl-1H-imidazol-2-yl)ethyl]carbamate). Yield: 38.0%. Reaction SMILES: [Br:1][C:2]1[CH:3]=[C:4]([CH:27]=[CH:28][C:29]=1[I:30])[CH2:5][C@H:6]([NH:19][C:20](=[O:26])[O:21][C:22]([CH3:25])([CH3:24])[CH3:23])[C:7](=O)[NH:8][CH2:9][C:10](=O)[C:11]1[CH:16]=[CH:15][CH:14]=[CH:13][CH:12]=1.C([O-])(=O)C.[NH4+].C[N:37](C)C=O>O>[Br:1][C:2]1[CH:3]=[C:4]([CH2:5][C@H:6]([NH:19][C:20](=[O:26])[O:21][C:22]([CH3:25])([CH3:24])[CH3:23])[C:7]2[NH:37][C:10]([C:11]3[CH:16]=[CH:15][CH:14]=[CH:13][CH:12]=3)=[CH:9][N:8]=2)[CH:27]=[CH:28][C:29]=1[I:30] |f:1.2|. Procedure details: A solution of tert-butyl (1S)-1-(3-bromo-4-iodobenzyl)-2-oxo-2-[(2-oxo-2-phenylethyl)amino]ethylcarbamate (1.20 g, 1.63 mmol), ammonium acetate (6.30 g, 81.7 mmol) and N,N-dimethylformamide (15.1 mL) was microwave irradiated at 120° C. for 30 min. The reaction was diluted with water and extracted with ethyl acetate three times, dried with sodium sulfate, filtered, and concentrated in vacuo. The crude residue was purified by flash column chromatography to yield the desired product (440 mg, 38%). Reactants: N1=C(C=CC=C1)NC=1SC(=CN1)C=O (2-(pyridine-2-ylamino)-thiazole-5-carbaldehyde), C1(=CC=C(C=C1)N)N (benzene-1,4-diamine), C(C)[SiH](CC)CC (triethylsilane). Solvent: C(Cl)Cl.FC(F)(F)C(=O)O (CH2Cl2-TFA). Product: N1=C(C=CC=C1)NC=1SC(=CN1)CNC1=CC=C(C=C1)N (N1-((2-(Pyridin-2-ylamino)thiazol-5-yl)methyl)benzene-1,4-diamine). RXN SMILES: [N:1]1[CH:6]=[CH:5][CH:4]=[CH:3][C:2]=1[NH:7][C:8]1[S:9][C:10]([CH:13]=O)=[CH:11][N:12]=1.[C:15]1([NH2:22])[CH:20]=[CH:19][C:18]([NH2:21])=[CH:17][CH:16]=1.C([SiH](CC)CC)C>C(Cl)Cl.FC(C(O)=O)(F)F>[N:1]1[CH:6]=[CH:5][CH:4]=[CH:3][C:2]=1[NH:7][C:8]1[S:9][C:10]([CH2:13][NH:21][C:18]2[CH:19]=[CH:20][C:15]([NH2:22])=[CH:16][CH:17]=2)=[CH:11][N:12]=1 |f:3.4|. Procedure details: A solution of 2-(pyridine-2-ylamino)-thiazole-5-carbaldehyde (0.10 g, 0.49 mmol, WO2004/001059), benzene-1,4-diamine (0.105 g, 0.97 mmol) and triethylsilane (0.19 mL, 1.2 mmol) in CH2Cl2-TFA (3:1, 4 mL) was stirred at ambient temperature for 4 h. The reaction mixture was concentrated in vacuo and the residue partitioned between CH2Cl2 and saturated aqueous NaHCO3 solution. The organic phase was washed with saturated aqueous NaHCO3 solution, brine, dried (MgSO4) and concentrated in vacuo. The cru...